Task: describe an organic reaction: reactants, conditions, products, and yield. Dataset: the Open Reaction Database (ORD), a public repository of structured organic reaction records Starting materials: C(C)(=O)OCC(CCC1=CC=C(C=C1)B1OCC(CO1)(C)C)(COC(C)=O)NC(C)=O (N-[1,1-bis(acetoxymethyl)-3-[4-(5,5-dimethyl-1,3,2-dioxaborinan-2-yl)phenyl]propyl]acetamide), C(C1=CC=CC=C1)OC1=CC(=C(C=C1)Br)F (1-benzyloxy-4-bromo-3-fluorobenzene), C(O)([O-])=O.[Na+] (sodium hydrogen carbonate), tetrakistriphenylphosphine palladium, O (water). Run in COCCOC (1,2-dimethoxyethane). Run at time 6 hour. Yields the product C(C)(=O)OCC(CCC1=CC=C(C=C1)C1=C(C=C(C=C1)O)F)(COC(C)=O)NC(C)=O (N-[1,1-bis(acetoxymethyl)-3-(2′-fluoro-4′-hydroxybiphenyl-4-yl)propyl]acetamide). Isolated yield 64.9%. Reaction SMILES: [C:1]([O:4][CH2:5][C:6]([NH:28][C:29](=[O:31])[CH3:30])([CH2:23][O:24][C:25](=[O:27])[CH3:26])[CH2:7][CH2:8][C:9]1[CH:14]=[CH:13][C:12](B2OCC(C)(C)CO2)=[CH:11][CH:10]=1)(=[O:3])[CH3:2].C([O:39][C:40]1[CH:45]=[CH:44][C:43](Br)=[C:42]([F:47])[CH:41]=1)C1C=CC=CC=1.C(=O)([O-])O.[Na+].O>COCCOC>[C:25]([O:24][CH2:23][C:6]([NH:28][C:29](=[O:31])[CH3:30])([CH2:5][O:4][C:1](=[O:3])[CH3:2])[CH2:7][CH2:8][C:9]1[CH:10]=[CH:11][C:12]([C:43]2[CH:44]=[CH:45][C:40]([OH:39])=[CH:41][C:42]=2[F:47])=[CH:13][CH:14]=1)(=[O:27])[CH3:26] |f:2.3|. Reported procedure: A mixed solution of N-[1,1-bis(acetoxymethyl)-3-[4-(5,5-dimethyl-1,3,2-dioxaborinan-2-yl)phenyl]propyl]acetamide (867 mg) of Reference Example 9, 1-benzyloxy-4-bromo-3-fluorobenzene (674 mg), sodium hydrogen carbonate (1.01 g) and tetrakistriphenylphosphine palladium (46 mg) in 1,2-dimethoxyethane (15 mL)-water (5 mL) was stirred at 65° C. for 5 hr. The reaction mixture was extracted with ethyl acetate. The extract was washed with saturated brine, and dried over anhydrous sodium sulfate. The sol... Reported procedure: Tert-butyl 3-[(2-{[(3,5-bis-trifluoromethyl-benzyl)-(5-morpholin-4-yl-pyrimidin-2-yl)-amino]-methyl}-4-trifluoromethyl-benzoyl)-ethyl-amino]-propionate (13.3 mg) is dissolved in a 4N-hydrochloric acid in ethyl acetate (2 ml), and the mixture is stirred at room temperature for 4 hours. Thereto are added a saturated aqueous sodium bicarbonate solution and ethyl acetate, and the mixture is separated, and the organic layer is washed with a saturated brine, dried over magnesium sulfate, and concentra... RXN SMILES: [F:1][C:2]([F:53])([F:52])[C:3]1[CH:4]=[C:5]([CH:45]=[C:46]([C:48]([F:51])([F:50])[F:49])[CH:47]=1)[CH2:6][N:7]([CH2:20][C:21]1[CH:40]=[C:39]([C:41]([F:44])([F:43])[F:42])[CH:38]=[CH:37][C:22]=1[C:23]([N:25]([CH2:35][CH3:36])[CH2:26][CH2:27][C:28]([O:30]C(C)(C)C)=[O:29])=[O:24])[C:8]1[N:13]=[CH:12][C:11]([N:14]2[CH2:19][CH2:18][O:17][CH2:16][CH2:15]2)=[CH:10][N:9]=1.C(=O)(O)[O-].[Na+]>Cl.C(OCC)(=O)C>[F:53][C:2]([F:1])([F:52])[C:3]1[CH:4]=[C:5]([CH:45]=[C:46]([C:48]([F:49])([F:51])[F:50])[CH:47]=1)[CH2:6][N:7]([CH2:20][C:21]1[CH:40]=[C:39]([C:41]([F:44])([F:43])[F:42])[CH:38]=[CH:37][C:22]=1[C:23]([N:25]([CH2:35][CH3:36])[CH2:26][CH2:27][C:28]([OH:30])=[O:29])=[O:24])[C:8]1[N:13]=[CH:12][C:11]([N:14]2[CH2:15][CH2:16][O:17][CH2:18][CH2:19]2)=[CH:10][N:9]=1 |f:1.2|. Reactants: C([O-])(O)=O.[Na+] (sodium bicarbonate), FC(C=1C=C(CN(C2=NC=C(C=N2)N2CCOCC2)CC2=C(C(=O)N(CCC(=O)OC(C)(C)C)CC)C=CC(=C2)C(F)(F)F)C=C(C1)C(F)(F)F)(F)F (Tert-butyl 3-[(2-{[(3,5-bis-trifluoromethyl-benzyl)-(5-morpholin-4-yl-pyrimidin-2-yl)-amino]-methyl}-4-trifluoromethyl-benzoyl)-ethyl-amino]-propionate). The yield is 97.4%. The product is FC(C=1C=C(CN(C2=NC=C(C=N2)N2CCOCC2)CC2=C(C(=O)N(CCC(=O)O)CC)C=CC(=C2)C(F)(F)F)C=C(C1)C(F)(F)F)(F)F (3-[(2-{[(3,5-bis-trifluoromethyl-benzyl)-(5-morpholin-4-yl-pyrimidin-2-yl)-amino]-methyl}-4-trifluoromethyl-benzoyl)-ethyl-amino]-propionic acid). Run in C(C)(=O)OCC (ethyl acetate), Cl (hydrochloric acid), C(C)(=O)OCC (ethyl acetate). Run at time 4 hour.